Task: describe an organic reaction: reactants, conditions, products, and yield. Dataset: the Open Reaction Database (ORD), a public repository of structured organic reaction records Reactants: Cl (HCl), C=O (Paraformaldehyde), CC1=C2C=CCC2=C(C=C1)C (4,7-dimethylindene), CC[O-].[Na+] (EtONa). Run in CS(=O)C (DMSO). Reaction conditions: time 12 hour. Product: CC1=C2C=CC(C2=C(C=C1)C)CC1C=CC2=C(C=CC(=C12)C)C (bis(4,7-dimethylindenyl)methane). RXN SMILES: C=O.[CH3:3][C:4]1[CH:12]=[CH:11][C:10]([CH3:13])=[C:9]2[C:5]=1[CH:6]=[CH:7][CH2:8]2.[CH3:14][CH2:15][O-].[Na+].Cl>CS(C)=O>[CH3:3][C:4]1[CH:12]=[CH:11][C:10]([CH3:13])=[C:9]2[C:5]=1[CH:6]=[CH:7][CH:8]2[CH2:10][CH:9]1[C:5]2[C:6](=[C:15]([CH3:14])[CH:11]=[CH:12][C:4]=2[CH3:3])[CH:7]=[CH:8]1 |f:2.3|. Reported procedure: Paraformaldehyde (2.08 g, 69.4 mmol) was added to a mixture of 4,7-dimethylindene (25.0 g, 174 mmol) and EtONa (5.9 g, 87 mmol) in DMSO (200 mL) at 25° C. After stirring at room temperature for 12 hours, the reaction mixture was heated at 65° C. for 8 hours. It was then cooled to room temperature and a solution of HCl (1 M, 400 mL) was added. The mixture was extracted with CH2Cl2 (400 mL); the organic phases were combined, washed with a saturated solution of NaCl and then with water, dried with ... The reactants are ClC1=NC=C(C(=N1)N[C@@H](CCC)C=1C=NC=CC1)C (2-chloro-5-methyl-N-[(1S)-1-pyridin-3-ylbutyl]pyrimidin-4-amine), 4-{[(ethylamino)carbonyl]amino}-3-methoxyphenylboronic acid pinacol diester, C(C)(=O)OCC (ethyl acetate), C([O-])([O-])=O.[Na+].[Na+] (sodium carbonate). Reagents/catalysts: C=1C=CC(=CC1)[P](C=2C=CC=CC2)(C=3C=CC=CC3)[Pd]([P](C=4C=CC=CC4)(C=5C=CC=CC5)C=6C=CC=CC6)([P](C=7C=CC=CC7)(C=8C=CC=CC8)C=9C=CC=CC9)[P](C=1C=CC=CC1)(C=1C=CC=CC1)C=1C=CC=CC1 (tetrakis(triphenylphosphine)palladium(0)). The solvent is C(CC)O.C1(=CC=CC=C1)C (toluene n-propanol). Run at temperature 100 celsius. Product: C(C)NC(=O)NC1=C(C=C(C=C1)C1=NC=C(C(=N1)N[C@@H](CCC)C=1C=NC=CC1)C)OC (N-Ethyl-N′-[2-methoxy-4-(5-methyl-4-{[(1S)-1-pyridin-3-ylbutyl]amino}pyrimidin-2-yl)phenyl]urea). The yield is 57.0%. Reaction SMILES: Cl[C:2]1[N:7]=[C:6]([NH:8][C@H:9]([C:13]2[CH:14]=[N:15][CH:16]=[CH:17][CH:18]=2)[CH2:10][CH2:11][CH3:12])[C:5]([CH3:19])=[CH:4][N:3]=1.[C:20](=[O:23])([O-])[O-].[Na+].[Na+].[C:26]([O:29][CH2:30][CH3:31])(=O)C>C(O)CC.C1(C)C=CC=CC=1.C1C=CC([P]([Pd]([P](C2C=CC=CC=2)(C2C=CC=CC=2)C2C=CC=CC=2)([P](C2C=CC=CC=2)(C2C=CC=CC=2)C2C=CC=CC=2)[P](C2C=CC=CC=2)(C2C=CC=CC=2)C2C=CC=CC=2)(C2C=CC=CC=2)C2C=CC=CC=2)=CC=1>[CH2:4]([NH:3][C:20]([NH:8][C:9]1[CH:10]=[CH:11][C:12]([C:2]2[N:7]=[C:6]([NH:8][C@H:9]([C:13]3[CH:14]=[N:15][CH:16]=[CH:17][CH:18]=3)[CH2:10][CH2:11][CH3:12])[C:5]([CH3:19])=[CH:4][N:3]=2)=[CH:31][C:30]=1[O:29][CH3:26])=[O:23])[CH3:5] |f:1.2.3,5.6,^1:46,48,67,86|. Reported procedure: Under a nitrogen atmosphere a mixture of 2-chloro-5-methyl-N-[(1S)-1-pyridin-3-ylbutyl]pyrimidin-4-amine (277 mg, 1.0 mmol), 4-{[(ethylamino)carbonyl]amino}-3-methoxyphenylboronic acid pinacol diester (416 mg, 1.3 mmol), tetrakis(triphenylphosphine)palladium(0) (116 mg, 0.1 mmol) in toluene n-propanol (12 mL, 3:1) was treated with 2M aqueous sodium carbonate solution (750 μL, 1.5 mmol). The resulting mixture was stirred vigorously whilst being heated at 100° C. for 17 hours. Once cool ethyl acet...